describe an organic reaction: reactants, conditions, products, and yield From a dataset of the Open Reaction Database (ORD), a public repository of structured organic reaction records. The reactants are O=C(O)c1cc([N+](=O)[O-])cc2cccnc12, CO, Cl[Sn]Cl. Yields the product Nc1cc(C(=O)O)c2ncccc2c1. Reaction SMILES: [C:1](=[O:2])([OH:3])[c:4]1[cH:5][c:6]([N+:14]([O-:15])=[O:16])[cH:7][c:8]2[cH:9][cH:10][cH:11][n:12][c:13]12.[CH3:20][OH:21].[Sn:17]([Cl:18])[Cl:19]>>[C:1](=[O:2])([OH:3])[c:4]1[cH:5][c:6]([NH2:14])[cH:7][c:8]2[cH:9][cH:10][cH:11][n:12][c:13]12.